From a dataset of the Open Reaction Database (ORD), a public repository of structured organic reaction records. describe an organic reaction: reactants, conditions, products, and yield Starting materials: NC1C(C2=CC(=C(C=C2C1)F)F)=O (2-amino-5,6-difluoroindan-1-one), ClC(=O)OCC1=CC=CC=C1 (benzyl chloroformate). Solvent: C(=O)(O)[O-].[Na+] (NaHCO3). Run at time 1 hour. Yields the product C(C1=CC=CC=C1)OC(NC1C(C2=CC(=C(C=C2C1)F)F)=O)=O ((5,6-Difluoro-1-oxoindan-2-yl)carbamic acid benzyl ester). RXN SMILES: [NH2:1][CH:2]1[CH2:10][C:9]2[C:4](=[CH:5][C:6]([F:12])=[C:7]([F:11])[CH:8]=2)[C:3]1=[O:13].Cl[C:15]([O:17][CH2:18][C:19]1[CH:24]=[CH:23][CH:22]=[CH:21][CH:20]=1)=[O:16]>C([O-])(O)=O.[Na+]>[CH2:18]([O:17][C:15](=[O:16])[NH:1][CH:2]1[CH2:10][C:9]2[C:4](=[CH:5][C:6]([F:12])=[C:7]([F:11])[CH:8]=2)[C:3]1=[O:13])[C:19]1[CH:24]=[CH:23][CH:22]=[CH:21][CH:20]=1 |f:2.3|. Procedure details: To 2-amino-5,6-difluoroindan-1-one (Preparation 78) (165 mg, 0.90 mmol) in saturated NaHCO3 (15 mL) was added benzyl chloroformate (0.15 mL, 1.08 mmol). The reaction mixture was stirred at rt for 1 h. The mixture was extracted with EtOAc (25 mL) and the organic phase washed with water (20 mL), brine (20 mL) and dried (MgSO4). Solvent was removed in vacuo and the residue purified by column chromatography (MeOH:DCM 1:99) to give the title compound: RT=3.50 min; m/z (ES+)=318.1 [M+H]+. Starting materials: [H-].[Al+3].[Li+].[H-].[H-].[H-] (lithium aluminum hydride), COC(CC1=CC2=C(C(C3=C(C=C2)C=CC=C3)=O)C=C1)=O (methyl(5-oxo-5H-dibenzo[a,d]cyclohepten-2-yl)acetate). The solvent is CCOCC.O1CCCC1 (ether tetrahydrofuran). Conditions: time 3 hour. Yields the product O=C1C2=C(C=CC3=C1C=CC(=C3)CCO)C=CC=C2 (2-(5-oxo-5H-dibenzo[a,d]cyclohepten-2-yl)ethan-1-ol). RXN SMILES: C[O:2][C:3](=O)[CH2:4][C:5]1[CH:20]=[CH:19][C:8]2[C:9](=[O:18])[C:10]3[CH:17]=[CH:16][CH:15]=[CH:14][C:11]=3[CH:12]=[CH:13][C:7]=2[CH:6]=1.[H-].[Al+3].[Li+].[H-].[H-].[H-]>CCOCC.O1CCCC1>[O:18]=[C:9]1[C:8]2[CH:19]=[CH:20][C:5]([CH2:4][CH2:3][OH:2])=[CH:6][C:7]=2[CH:13]=[CH:12][C:11]2[CH:14]=[CH:15][CH:16]=[CH:17][C:10]1=2 |f:1.2.3.4.5.6,7.8|. Procedure: 0.45 G. of methyl(5-oxo-5H-dibenzo[a,d]cyclohepten-2-yl)acetate is dissolved in 10 ml. of ether/tetrahydrofuran (1:1) and excess lithium aluminum hydride is added. After 3 hours, excess hydride is destroyed by addition of water and the mixture is extracted with ether. The extract is dried and to it is added 2.0 g. of manganese dioxide. The mixture is left for 4 days and then filtered through celite and evaporated. The residue is recrystallized from hexane to afford 2-(5-oxo-5H-dibenzo[a,d]cycloh... Reactants: IC1=NC(=CC=C1OC1=CC=NC2=CC(=C(C=C12)OC)OC)C (4-[(2-Iodo-6-methyl-3-pyridyl)oxy]-6,7-dimethoxyquinoline), IC1=NC(=CC=C1OC1=CC=NC2=CC(=C(C=C12)OC)OC)C (4-[(2-Iodo-6-methyl-3-pyridyl)oxy]-6,7-dimethoxyquinoline), FC1=CC=C(C=C1)B(O)O (4-fluorophenylboronic acid), tetrakistriphenylphosphine palladium, C(O)([O-])=O.[Na+] (sodium hydrogencarbonate). Run in C1(=CC=CC=C1)C (toluene). Conditions: temperature 80 celsius, time 3 hour. The product is FC1=CC=C(C=C1)C1=NC(=CC=C1OC1=CC=NC2=CC(=C(C=C12)OC)OC)C (4-[2-(4-Fluoro-phenyl)-6-methyl-pyridin-3-yloxy]-6,7-dimethoxy-quinoline). Yield: 82.4%. RXN SMILES: I[C:2]1[C:7]([O:8][C:9]2[C:18]3[C:13](=[CH:14][C:15]([O:21][CH3:22])=[C:16]([O:19][CH3:20])[CH:17]=3)[N:12]=[CH:11][CH:10]=2)=[CH:6][CH:5]=[C:4]([CH3:23])[N:3]=1.[F:24][C:25]1[CH:30]=[CH:29][C:28](B(O)O)=[CH:27][CH:26]=1.C(=O)([O-])O.[Na+]>C1(C)C=CC=CC=1>[F:24][C:25]1[CH:30]=[CH:29][C:28]([C:2]2[C:7]([O:8][C:9]3[C:18]4[C:13](=[CH:14][C:15]([O:21][CH3:22])=[C:16]([O:19][CH3:20])[CH:17]=4)[N:12]=[CH:11][CH:10]=3)=[CH:6][CH:5]=[C:4]([CH3:23])[N:3]=2)=[CH:27][CH:26]=1 |f:2.3|. Procedure: 4-[(2-Iodo-6-methyl-3-pyridyl)oxy]-6,7-dimethoxyquinoline (compound 116) (84 mg), 4-fluorophenylboronic acid (140 mg), and tetrakistriphenylphosphine palladium (12 mg) were dissolved in toluene (1 ml) to prepare a solution. A saturated aqueous sodium hydrogencarbonate solution (1 ml) was added to the solution, and the mixture was stirred at 80° C. for 3 hr. The reaction solution was filtered, the solvent was then removed by distillation under the reduced pressure, and the residue was purified by... Reactants: [Li]CCCC, C1CCOC1, CN(C)CCN(C)C, Fc1cccc2c1OC(c1ccccc1)(c1ccccc1)O2, O=C=O, O. Product: O=C(O)c1ccc2c(c1F)OC(c1ccccc1)(c1ccccc1)O2. RXN SMILES: [CH2:31]([Li:32])[CH2:33][CH2:34][CH3:35].[CH2:39]1[O:40][CH2:41][CH2:42][CH2:43]1.[CH3:23][N:24]([CH3:25])[CH2:26][CH2:27][N:28]([CH3:29])[CH3:30].[F:1][c:2]1[cH:3][cH:4][cH:5][c:6]2[c:10]1[O:9][C:8]([c:11]1[cH:12][cH:13][cH:14][cH:15][cH:16]1)([c:17]1[cH:18][cH:19][cH:20][cH:21][cH:22]1)[O:7]2.[O:36]=[C:37]=[O:38].[OH2:44]>>[F:1][c:2]1[c:3]([C:37](=[O:36])[OH:38])[cH:4][cH:5][c:6]2[c:10]1[O:9][C:8]([c:11]1[cH:12][cH:13][cH:14][cH:15][cH:16]1)([c:17]1[cH:18][cH:19][cH:20][cH:21][cH:22]1)[O:7]2.